Dataset: the Open Reaction Database (ORD), a public repository of structured organic reaction records. Task: describe an organic reaction: reactants, conditions, products, and yield Reactants: C(C)(C)(C)OC(=O)NCC(C(=O)O)CC1=CC=CC=C1 (N-(tert-butoxycarbonyl)-2-benzyl-β-alanine), C(C1=CC=CC=C1)=O (benzaldehyde), ClC1=CC=C(C=C1)S(=O)(=O)N (4-chlorobenzenesulfonamide). The product is C(C1=CC=CC=C1)C1C(N(CC(NC1)=O)S(=O)(=O)C1=CC=C(C=C1)Cl)=O (6-benzyl-4-(4-chlorobenzenesulfonyl)-1,4-diazepan-2,5-dione). As a reaction SMILES: C(O[C:6]([NH:8][CH2:9][CH:10]([CH2:14][C:15]1[CH:20]=[CH:19][CH:18]=[CH:17][CH:16]=1)[C:11]([OH:13])=O)=[O:7])(C)(C)C.[CH:21](=O)C1C=CC=CC=1.[Cl:29][C:30]1[CH:35]=[CH:34][C:33]([S:36]([NH2:39])(=[O:38])=[O:37])=[CH:32][CH:31]=1>>[CH2:14]([CH:10]1[CH2:9][NH:8][C:6](=[O:7])[CH2:21][N:39]([S:36]([C:33]2[CH:32]=[CH:31][C:30]([Cl:29])=[CH:35][CH:34]=2)(=[O:37])=[O:38])[C:11]1=[O:13])[C:15]1[CH:16]=[CH:17][CH:18]=[CH:19][CH:20]=1. Reported procedure: N-(tert-butoxycarbonyl)-2-benzyl-β-alanine synthesized by using benzaldehyde as the starting material for the similar procedure as in Reference Examples 2 to 5, Reference Example 23, and Reference Example 33 was used instead of the starting material of Reference Example 148, that is, the compound S33, and 4-chlorobenzenesulfonamide was used instead of 4-nitrobenzenesulfonamide for the similar procedure as in Reference Example 148 to Reference Example 150 and Example 173 to obtain the title compo... Reactants: c1ccc2c(c1)CCCC2, Cc1cc(C)cc(OCC(C)O)c1, [Cr], [Cu]. Product: CC(=O)COc1cc(C)cc(C)c1. As a reaction SMILES: [CH2:14]1[CH2:15][c:16]2[c:17]([cH:18][cH:19][cH:20][cH:21]2)[CH2:22][CH2:23]1.[CH3:1][CH:2]([CH2:3][O:4][c:5]1[cH:6][c:7]([CH3:12])[cH:8][c:9]([CH3:11])[cH:10]1)[OH:13].[Cr:24].[Cu:25]>>[CH3:1][C:2]([CH2:3][O:4][c:5]1[cH:6][c:7]([CH3:12])[cH:8][c:9]([CH3:11])[cH:10]1)=[O:13]. Run at temperature -10 celsius, time 2.5 hour. RXN SMILES: [C:1]([O:4][C@H:5]1[CH2:22][C@@:20]2([CH3:21])[C@@H:16]([CH2:17][CH:18]=[C:19]2[S:23][C:24]2[CH:29]=[CH:28][CH:27]=[CH:26][CH:25]=2)[C@H:15]2[C@@:6]1([F:32])[C@:7]1([CH3:31])[C:12]([CH2:13][CH2:14]2)=[CH:11][C:10](=[O:30])[CH:9]=[CH:8]1)(=[O:3])[CH3:2].[CH2:33]([SH:35])[CH3:34].B(F)(F)F.CCOCC>ClCCl.C(Cl)(Cl)Cl>[C:1]([O:4][C@H:5]1[CH2:22][C@@:20]2([CH3:21])[C@@H:16]([CH2:17][CH2:18][C:19]2([S:35][CH2:33][CH3:34])[S:23][C:24]2[CH:29]=[CH:28][CH:27]=[CH:26][CH:25]=2)[C@H:15]2[C@@:6]1([F:32])[C@:7]1([CH3:31])[C:12]([CH2:13][CH2:14]2)=[CH:11][C:10](=[O:30])[CH:9]=[CH:8]1)(=[O:3])[CH3:2] |f:2.3|. Product: C(C)(=O)O[C@@H]1[C@@]2([C@]3(C=CC(C=C3CC[C@H]2[C@@H]2CCC([C@@]2(C)C1)(SC1=CC=CC=C1)SCC)=O)C)F (11β-Acetyloxy-17-(ethylthio)-9-fluoro-17-(phenylthio)androsta-1,4-dien-3-one). Starting materials: C(C)(=O)O[C@@H]1[C@@]2([C@]3(C=CC(C=C3CC[C@H]2[C@@H]2CC=C([C@@]2(C)C1)SC1=CC=CC=C1)=O)C)F (11β-acetyloxy-9-fluoro-17-(phenylthio)androsta-1,4,16-trien-3-one), C(C)S (ethanethiol), B(F)(F)F.CCOCC (Boron trifluoride etherate). Run in ClCCl (dichloromethane), C(Cl)(Cl)Cl (chloroform), ClCCl (dichloromethane). Procedure details: A solution of 1.0 g of 11β-acetyloxy-9-fluoro-17-(phenylthio)androsta-1,4,16-trien-3-one, 12 ml of dry dichloromethane and 0.5 ml of ethanethiol is cooled to -10° C. under nitrogen. Boron trifluoride etherate is then added. The solution is stirred at -10° C. under nitrogen for 2.5 hours. The resulting solution is diluted with dichloromethane, washed with saturated sodium bicarbonate and water, dried over anhydrous Na2SO4 and evaporated in vacuo to give a foamy solid. This is dissolved in chlorof...